This data is from the Open Reaction Database (ORD), a public repository of structured organic reaction records. The task is: describe an organic reaction: reactants, conditions, products, and yield Reactants: FC(C=1C=C(C=C(C1)C(F)(F)F)N1N=C(C=C1O)C(=O)OC)(F)F (methyl 1-[3,5-di(trifluoromethyl)phenyl]-5-hydroxy-1H-pyrazole-3-carboxylate), [H-].[Na+] (NaH), [N+](=O)([O-])C1=C(C=CC(=C1)S(=O)(=O)C(F)(F)F)Cl (2-nitro-4-(trifluoromethylsulfonyl)chlorobenzene). Product: COC(=O)C1=NN(C(=C1)OC1=C(C=C(C=C1)S(=O)(=O)C(F)(F)F)[N+](=O)[O-])C1=CC(=CC(=C1)C(F)(F)F)C(F)(F)F (1-(3,5-bis-trifluoromethyl-phenyl)-5-(2-nitro-4-trifluoromethanesulfonyl-phenoxy)-1H-pyrazole-3-carboxylic acidmethyl ester). As a reaction SMILES: [F:1][C:2]([F:24])([F:23])[C:3]1[CH:4]=[C:5]([N:13]2[C:17]([OH:18])=[CH:16][C:15]([C:19]([O:21][CH3:22])=[O:20])=[N:14]2)[CH:6]=[C:7]([C:9]([F:12])([F:11])[F:10])[CH:8]=1.[H-].[Na+].[N+:27]([C:30]1[CH:35]=[C:34]([S:36]([C:39]([F:42])([F:41])[F:40])(=[O:38])=[O:37])[CH:33]=[CH:32][C:31]=1Cl)([O-:29])=[O:28]>>[CH3:22][O:21][C:19]([C:15]1[CH:16]=[C:17]([O:18][C:31]2[CH:32]=[CH:33][C:34]([S:36]([C:39]([F:41])([F:42])[F:40])(=[O:38])=[O:37])=[CH:35][C:30]=2[N+:27]([O-:29])=[O:28])[N:13]([C:5]2[CH:6]=[C:7]([C:9]([F:10])([F:11])[F:12])[CH:8]=[C:3]([C:2]([F:1])([F:23])[F:24])[CH:4]=2)[N:14]=1)=[O:20] |f:1.2|. Procedure details: Using procedure as in example 10, a reaction of methyl 1-[3,5-di(trifluoromethyl)phenyl]-5-hydroxy-1H-pyrazole-3-carboxylate (100 mg, 0.282 mmol), NaH (12 mg, 1.1 equiv.) and 2-nitro-4-(trifluoromethylsulfonyl)chlorobenzene (82 mg, 1 equiv.) afforded 1-(3,5-bis-trifluoromethyl-phenyl)-5-(2-nitro-4-trifluoromethanesulfonyl-phenoxy)-1H-pyrazole-3-carboxylic acidmethyl ester. 1HNMR (300 MHz, DMSO-d6) δ 8.76 (d, J=2.1 Hz, 1H), 8.58 (dd, J=2.1 & 8.2 Hz, 1H), 8.42 (s, 2H), 8.30 (s, 1H), 8.13 (d, J=8.2...